From a dataset of the Open Reaction Database (ORD), a public repository of structured organic reaction records. describe an organic reaction: reactants, conditions, products, and yield Starting materials: FC=1C=C(CBr)C=C(C1)F (3,5-difluorobenzyl bromide), C(C)OP(OCC)OCC (triethylphosphite). Conditions: temperature 135 celsius, time 8 hour. The product is FC=1C=C(CP(OCC)(OCC)=O)C=C(C1)F (diethyl 3,5-difluorobenzylphosphonate). Reaction SMILES: [F:1][C:2]1[CH:3]=[C:4]([CH:7]=[C:8]([F:10])[CH:9]=1)[CH2:5]Br.[CH2:11]([O:13][P:14]([O:18]CC)[O:15][CH2:16][CH3:17])[CH3:12]>>[F:1][C:2]1[CH:3]=[C:4]([CH:7]=[C:8]([F:10])[CH:9]=1)[CH2:5][P:14](=[O:18])([O:15][CH2:16][CH3:17])[O:13][CH2:11][CH3:12]. Procedure: 3,5-difluorobenzyl bromide (3.0 mL, 23.2 mmol) was combined with triethylphosphite (9.1 mL, 53.3 mmol) and the mixture heated and stirred at 135° C. overnight. The mixture was put under hi-vacuum and heated to 70° C. for 12 hours. The final product was a clear oil (5.78 g, 94% yield). 1H NMR (400.14 MHz, CDCl3) δ 6.83 (m, 2H), 6.71 (dt, J=9.00, 2.28 Hz), 4.06 (m, 4H), 3.12 (d, J=21.94 Hz, 2H), 1.28 (t, J=7.09 Hz, 6H). 31P {1H} NMR (161.97 MHz, CDCl3): δ 25.22.